Task: describe an organic reaction: reactants, conditions, products, and yield. Dataset: the Open Reaction Database (ORD), a public repository of structured organic reaction records Starting materials: CS(=O)(=O)OCc1ccc(C#CC(=O)Nc2ccc(-c3ccc(Cl)cc3F)cc2)cc1, CC1CCNCC1, CO, ClCCl, N. Product: CC1CCN(Cc2ccc(C#CC(=O)Nc3ccc(-c4ccc(Cl)cc4F)cc3)cc2)CC1. As a reaction SMILES: [CH3:1][S:2]([O:3][CH2:6][c:7]1[cH:8][cH:9][c:10]([C:13]#[C:14][C:15]([NH:16][c:17]2[cH:18][cH:19][c:20](-[c:23]3[c:24]([F:30])[cH:25][c:26]([Cl:29])[cH:27][cH:28]3)[cH:21][cH:22]2)=[O:31])[cH:11][cH:12]1)(=[O:4])=[O:5].[CH3:32][CH:33]1[CH2:34][CH2:35][NH:36][CH2:37][CH2:38]1.[CH3:40][OH:41].[Cl:42][CH2:43][Cl:44].[NH3:39]>>[CH2:6]([c:7]1[cH:8][cH:9][c:10]([C:13]#[C:14][C:15]([NH:16][c:17]2[cH:18][cH:19][c:20](-[c:23]3[c:24]([F:30])[cH:25][c:26]([Cl:29])[cH:27][cH:28]3)[cH:21][cH:22]2)=[O:31])[cH:11][cH:12]1)[N:36]1[CH2:35][CH2:34][CH:33]([CH3:32])[CH2:38][CH2:37]1. Reactants: FC(C(C#C[Si](C(C)C)(C(C)C)C(C)C)(CC=C)O)(F)F (3-(Trifluoromethyl)-1-(triisopropylsilyl)hex-5-en-1-yn-3-ol), [H-].[Na+] (NaH), [N+](=O)([O-])C1=CC=C(C(=O)Cl)C=C1 (4-nitrobenzoyl chloride). The solvent is CN(C)C=O (DMF), CN(C)C=O (DMF), O (H2O). Conditions: time 40 minute. Yields the product [N+](=O)([O-])C1=CC=C(C(=O)OC(CC=C)(C#C[Si](C(C)C)(C(C)C)C(C)C)C(F)(F)F)C=C1 (1-(Trifluoromethyl)-1-[(triisopropylsilyl)ethynyl]but-3-en-1-yl 4-nitrobenzoate). The yield is 96.5%. RXN SMILES: [F:1][C:2]([F:21])([F:20])[C:3]([OH:19])([CH2:16][CH:17]=[CH2:18])[C:4]#[C:5][Si:6]([CH:13]([CH3:15])[CH3:14])([CH:10]([CH3:12])[CH3:11])[CH:7]([CH3:9])[CH3:8].[H-].[Na+].[N+:24]([C:27]1[CH:35]=[CH:34][C:30]([C:31](Cl)=[O:32])=[CH:29][CH:28]=1)([O-:26])=[O:25]>CN(C=O)C.O>[N+:24]([C:27]1[CH:28]=[CH:29][C:30]([C:31]([O:19][C:3]([C:2]([F:1])([F:20])[F:21])([C:4]#[C:5][Si:6]([CH:13]([CH3:14])[CH3:15])([CH:10]([CH3:11])[CH3:12])[CH:7]([CH3:8])[CH3:9])[CH2:16][CH:17]=[CH2:18])=[O:32])=[CH:34][CH:35]=1)([O-:26])=[O:25] |f:1.2|. Procedure: To a 0° C. solution of crude 3-(trifluoromethyl)-1-(triisopropylsilyl)hex-5-en-1-yn-3-ol from Step 1 (242 mg, 0.755 mmol) in DMF (2 mL) was added NaH (60% disp., 32 mg, 0.793 mmol) in two portions. The mixture was allowed to reach room temperature and stirred for 40 min. A solution of 4-nitrobenzoyl chloride (147 mg, 0.793 mmol) in DMF (1 mL) was added dropwise. After 1.5 h, the mixture was poured in H2O and extracted with EtOAc (3×). The combined organic layers were washed with H2O (3×) and bri... Starting materials: CC(C)(C)[Si](C)(C)Cl, ClCCl, NC1CCC(O)CC1, c1c[nH]cn1. Product: CC(C)(C)[Si](C)(C)OC1CCC(N)CC1. RXN SMILES: [C:14]([CH3:15])([CH3:16])([CH3:17])[Si:18]([CH3:19])([CH3:20])[Cl:21].[Cl:22][CH2:23][Cl:24].[NH2:1][CH:2]1[CH2:3][CH2:4][CH:5]([OH:8])[CH2:6][CH2:7]1.[nH:9]1[cH:10][cH:11][n:12][cH:13]1>>[NH2:1][CH:2]1[CH2:3][CH2:4][CH:5]([O:8][Si:18]([C:14]([CH3:15])([CH3:16])[CH3:17])([CH3:19])[CH3:20])[CH2:6][CH2:7]1.